Dataset: the Open Reaction Database (ORD), a public repository of structured organic reaction records. Task: describe an organic reaction: reactants, conditions, products, and yield Reactants: CI (methyl iodide), C(C1=CC=CC=C1)OC=1C(=NSN1)C=1C=NC=CC1 (3-(4-benzyloxy-1,2,5-thiadiazol-3-yl)pyridine). Run in CC(=O)C (acetone). Conditions: time 18 hour. Yields the product [I-].C(C1=CC=CC=C1)OC=1C(=NSN1)C=1CN(C=CC1)C (3-(4-benzyloxy-1,2,5-thiadiazol-3-yl)-1-methylpyridine iodide). RXN SMILES: [CH3:1][I:2].[CH2:3]([O:10][C:11]1[C:12]([C:16]2[CH:17]=[N:18][CH:19]=[CH:20][CH:21]=2)=[N:13][S:14][N:15]=1)[C:4]1[CH:9]=[CH:8][CH:7]=[CH:6][CH:5]=1>CC(C)=O>[I-:2].[CH2:3]([O:10][C:11]1[C:12]([C:16]2[CH2:17][N:18]([CH3:1])[CH:19]=[CH:20][CH:21]=2)=[N:13][S:14][N:15]=1)[C:4]1[CH:5]=[CH:6][CH:7]=[CH:8][CH:9]=1 |f:3.4|. Procedure details: A mixture of methyl iodide (0.5 ml, 7.5 mmol) and 3-(4-benzyloxy-1,2,5-thiadiazol-3-yl)pyridine (673 mg, 2.5 mmol) in acetone (5 ml) was stirred at room temperature for 18 h. The title compound precipitated from the solution and was collected by filtration to yield 0.75 g (73%). The reactants are C1CCOC1, CCOC(=O)Cn1c2c(c3cc(Cl)ccc31)CCN(C)C2, [Na+], [OH-], O. Product: CN1CCc2c(n(CC(=O)O)c3ccc(Cl)cc23)C1. Reaction SMILES: [CH2:24]1[O:25][CH2:26][CH2:27][CH2:28]1.[Cl:1][c:2]1[cH:3][c:4]2[c:5]3[c:6]([n:7]([CH2:11][C:12](=[O:13])[O:14][CH2:15][CH3:16])[c:8]2[cH:9][cH:10]1)[CH2:17][N:18]([CH3:21])[CH2:19][CH2:20]3.[Na+:23].[OH-:22].[OH2:29]>>[Cl:1][c:2]1[cH:3][c:4]2[c:5]3[c:6]([n:7]([CH2:11][C:12](=[O:13])[OH:14])[c:8]2[cH:9][cH:10]1)[CH2:17][N:18]([CH3:21])[CH2:19][CH2:20]3. Reactants: [N+](=O)([O-])C1=CC=C(C(=O)Cl)C=C1 (4-nitro-benzoyl chloride), ClC=1C=NC=C(C1CC(=O)C1=CC(=C(C=C1)OC)OC)Cl (2-(3,5-dichloro-pyridin-4-yl)-1-(3,4-dimethoxy-phenyl)-ethanone). The product is ClC=1C=NC=C(C1\C=C(\C1=CC(=C(C=C1)OC)OC)/OC(C1=CC=C(C=C1)[N+](=O)[O-])=O)Cl (4-nitro-benzoic acid (Z)-2-(3,5-dichloro-pyridin-4-yl)-1-(3,4-dimethoxy-phenyl)vinyl ester). RXN SMILES: [N+:1]([C:4]1[CH:12]=[CH:11][C:7]([C:8](Cl)=[O:9])=[CH:6][CH:5]=1)([O-:3])=[O:2].[Cl:13][C:14]1[CH:15]=[N:16][CH:17]=[C:18]([Cl:33])[C:19]=1[CH2:20][C:21]([C:23]1[CH:28]=[CH:27][C:26]([O:29][CH3:30])=[C:25]([O:31][CH3:32])[CH:24]=1)=[O:22]>>[Cl:33][C:18]1[CH:17]=[N:16][CH:15]=[C:14]([Cl:13])[C:19]=1/[CH:20]=[C:21](\[O:22][C:8](=[O:9])[C:7]1[CH:6]=[CH:5][C:4]([N+:1]([O-:3])=[O:2])=[CH:12][CH:11]=1)/[C:23]1[CH:28]=[CH:27][C:26]([O:29][CH3:30])=[C:25]([O:31][CH3:32])[CH:24]=1. Reported procedure: The compound was obtained starting from 4-nitro-benzoyl chloride and 2-(3,5-dichloro-pyridin-4-yl)-1-(3,4-dimethoxy-phenyl)-ethanone, following the procedure of Example 7. Reactants: BrCCCCOCCCCC1=CC=C(C(=O)O)C=C1 (4-{4-[(4-bromobutyl)oxy]butyl}benzoic acid), BrCCCCOCCCCC1=CC=C(C(=O)O)C=C1 (4-{4-[(4-bromobutyl)oxy]butyl}benzoic acid), S(=O)(Cl)Cl (thionyl chloride). Run at time 1 hour. Yields the product BrCCCCOCCCCC1=CC=C(C(=O)Cl)C=C1 (4-{4-[(4-Bromobutyl)oxy]butyl}benzoyl chloride). As a reaction SMILES: [Br:1][CH2:2][CH2:3][CH2:4][CH2:5][O:6][CH2:7][CH2:8][CH2:9][CH2:10][C:11]1[CH:19]=[CH:18][C:14]([C:15](O)=[O:16])=[CH:13][CH:12]=1.S(Cl)([Cl:22])=O>>[Br:1][CH2:2][CH2:3][CH2:4][CH2:5][O:6][CH2:7][CH2:8][CH2:9][CH2:10][C:11]1[CH:19]=[CH:18][C:14]([C:15]([Cl:22])=[O:16])=[CH:13][CH:12]=1. Procedure: A suspension of 4-{4-[(4-bromobutyl)oxy]butyl}benzoic acid (0.91 g, 2.77 mmol, e.g. which can be as prepared in Intermediate 25) in thionyl chloride (SOCl2, 2 ml) was stirred at room temperature for 1 hour and then at 100° C. for 2 hours. The reaction mixture was cooled and the excess thionyl chloride was removed by evaporation, followed by co-evaporation with dichloromethane (2×30 ml) to give the title compound as a brown oil (1.03 g). 1H NMR (400 MHz, chloroform-d) δ (delta) ppm 1.5-2.0 (10H, ... Starting materials: C(N)(=O)C=1C(=NC(=CN1)N1C[C@@H](CCC1)NC(=O)N(C)C)NC=1C=NN(C1)C1CCN(CC1)C(=O)OC(C)(C)C ((R)-tert-butyl 4-(4-(3-carbamoyl-6-(3-(3,3-dimethylureido)piperidin-1-yl)pyrazin-2-ylamino)-1H-pyrazol-1-yl)piperidine-1-carboxylate), C(Cl)Cl.C(=O)(C(F)(F)F)O (DCM TFA). Product: CN(C(N[C@H]1CN(CCC1)C=1N=C(C(=NC1)C(=O)N)NC=1C=NN(C1)C1CCNCC1)=O)C ((R)-5-(3-(3,3-dimethylureido)piperidin-1-yl)-3-(1-(piperidin-4-yl)-1H-pyrazol-4-ylamino)pyrazine-2-carboxamide). RXN SMILES: [C:1]([C:4]1[C:5]([NH:22][C:23]2[CH:24]=[N:25][N:26]([CH:28]3[CH2:33][CH2:32][N:31](C(OC(C)(C)C)=O)[CH2:30][CH2:29]3)[CH:27]=2)=[N:6][C:7]([N:10]2[CH2:15][CH2:14][CH2:13][C@@H:12]([NH:16][C:17]([N:19]([CH3:21])[CH3:20])=[O:18])[CH2:11]2)=[CH:8][N:9]=1)(=[O:3])[NH2:2].C(Cl)Cl.C(O)(C(F)(F)F)=O>>[CH3:20][N:19]([CH3:21])[C:17](=[O:18])[NH:16][C@@H:12]1[CH2:13][CH2:14][CH2:15][N:10]([C:7]2[N:6]=[C:5]([NH:22][C:23]3[CH:24]=[N:25][N:26]([CH:28]4[CH2:29][CH2:30][NH:31][CH2:32][CH2:33]4)[CH:27]=3)[C:4]([C:1]([NH2:2])=[O:3])=[N:9][CH:8]=2)[CH2:11]1 |f:1.2|. Procedure: Crude (R)-tert-butyl 4-(4-(3-carbamoyl-6-(3-(3,3-dimethylureido)piperidin-1-yl)pyrazin-2-ylamino)-1H-pyrazol-1-yl)piperidine-1-carboxylate (277, 108 mg, 0.19 mmol) was treated with 2:1 DCM/TFA at RT for 1 hour and concentrated in vacuo to get (R)-5-(3-(3,3-dimethylureido)piperidin-1-yl)-3-(1-(piperidin-4-yl)-1H-pyrazol-4-ylamino)pyrazine-2-carboxamide (278) TFA salt. It was dissolved in 10 mL DCE and 2 mL NMP. To it were added DIEA (330 μL, 1.9 mmol) and cyclopentanone (480 mg, 5.7 mmol). The mi...